describe an organic reaction: reactants, conditions, products, and yield From a dataset of the Open Reaction Database (ORD), a public repository of structured organic reaction records. Starting materials: NC1=C(C(=O)NC)C=CC=C1Br (2-amino-3-bromo-N-methyl-benzamide), ClC1=NC=C(C(=N1)Cl)Cl (2,4,5-trichloropyrimidine), C(=O)([O-])[O-].[K+].[K+] (K2CO3). Run in CN(C)C=O (DMF). Run at temperature 85 celsius. The product is BrC=1C(=C(C(=O)NC)C=CC1)NC1=NC(=NC=C1Cl)Cl (3-bromo-2-(2,5-dichloro-pyrimidin-4-ylamino)-N-methyl-benzamide). The yield is 7.3%. RXN SMILES: [NH2:1][C:2]1[C:11]([Br:12])=[CH:10][CH:9]=[CH:8][C:3]=1[C:4]([NH:6][CH3:7])=[O:5].[Cl:13][C:14]1[N:19]=[C:18](Cl)[C:17]([Cl:21])=[CH:16][N:15]=1.C([O-])([O-])=O.[K+].[K+]>CN(C=O)C>[Br:12][C:11]1[C:2]([NH:1][C:16]2[C:17]([Cl:21])=[CH:18][N:19]=[C:14]([Cl:13])[N:15]=2)=[C:3]([CH:8]=[CH:9][CH:10]=1)[C:4]([NH:6][CH3:7])=[O:5] |f:2.3.4|. Reported procedure: A mixture of 2-amino-3-bromo-N-methyl-benzamide (420 mg), 2,4,5-trichloropyrimidine (540 mg) and K2CO3 (47 mg) in DMF was heated at 85° C. overnight. The reaction mixture was loaded on silica gel, dried in vacuo, and purified by silica gel chromatography to provide 50 mg of 3-bromo-2-(2,5-dichloro-pyrimidin-4-ylamino)-N-methyl-benzamide: 1H NMR (300 MHz, CDCl3) δ 8.4 (bs, 1H), 8.3 (s, 1H), 7.8 (d, 1H), 7.6 (s, 1H), 7.3 (t, 1H), 6.3 (bs, 1H, NH), 3.0 (d, 3H). The reactants are CON(C)C(=O)C1CCC(NC(=O)OC(C)(C)C)CC1, CCOCC, [H-], CI, [K+], [Na+], CN(C)C=O, O, O=S(=O)([O-])O. Yields the product CON(C)C(=O)C1CCC(N(C)C(=O)OC(C)(C)C)CC1. As a reaction SMILES: [C:1]([CH3:2])([CH3:3])([CH3:4])[O:5][C:6]([NH:7][CH:8]1[CH2:9][CH2:10][CH:11]([C:14]([N:15]([CH3:16])[O:17][CH3:18])=[O:19])[CH2:12][CH2:13]1)=[O:20].[CH3:37][CH2:38][O:39][CH2:40][CH3:41].[H-:22].[I:23][CH3:24].[K+:30].[Na+:21].[O:31]=[CH:32][N:33]([CH3:34])[CH3:35].[OH2:36].[S:25](=[O:26])(=[O:27])([OH:28])[O-:29]>>[C:1]([CH3:2])([CH3:3])([CH3:4])[O:5][C:6]([N:7]([CH:8]1[CH2:9][CH2:10][CH:11]([C:14]([N:15]([CH3:16])[O:17][CH3:18])=[O:19])[CH2:12][CH2:13]1)[CH3:24])=[O:20]. Starting materials: NC1=CC(=C(C(=O)NCC2CCN(CC2)CCCCCN)C=C1Cl)OC (4-Amino-N-(1-(5-aminopentyl)piperidin-4-ylmethyl)-5-chloro-2-methoxybenzamide), S1C(=CC=C1)C=O (2-thiophenecarboxaldehyde). The product is NC1=CC(=C(C(=O)NCC2CCN(CC2)CCCCCNCC=2SC=CC2)C=C1Cl)OC (4-amino-5-chloro-2-methoxy-N-((1-(5-(2-thienylmethylamino)pentyl)piperidin-4-yl)methyl)benzamide). The yield is 99.9%. RXN SMILES: [NH2:1][C:2]1[C:23]([Cl:24])=[CH:22][C:5]([C:6]([NH:8][CH2:9][CH:10]2[CH2:15][CH2:14][N:13]([CH2:16][CH2:17][CH2:18][CH2:19][CH2:20][NH2:21])[CH2:12][CH2:11]2)=[O:7])=[C:4]([O:25][CH3:26])[CH:3]=1.[S:27]1[CH:31]=[CH:30][CH:29]=[C:28]1[CH:32]=O>>[NH2:1][C:2]1[C:23]([Cl:24])=[CH:22][C:5]([C:6]([NH:8][CH2:9][CH:10]2[CH2:11][CH2:12][N:13]([CH2:16][CH2:17][CH2:18][CH2:19][CH2:20][NH:21][CH2:32][C:28]3[S:27][CH:31]=[CH:30][CH:29]=3)[CH2:14][CH2:15]2)=[O:7])=[C:4]([O:25][CH3:26])[CH:3]=1. Procedure details: 4-Amino-N-(1-(5-aminopentyl)piperidin-4-ylmethyl)-5-chloro-2-methoxybenzamide (2 g) as starting compound and 2-thiophenecarboxaldehyde (0.64 g) were reacted and treated in the same manner as in Example 121 to give 2.5 g of 4-amino-5-chloro-2-methoxy-N-((1-(5-(2-thienylmethylamino)pentyl)piperidin-4-yl)methyl)benzamide. The reactants are C1CNCCN1, CCOc1cc(F)ccc1[N+](=O)[O-], C1COCCO1. The product is CCOc1cc(N2CCNCC2)ccc1[N+](=O)[O-]. Reaction SMILES: [CH2:14]1[CH2:15][NH:16][CH2:17][CH2:18][NH:19]1.[CH2:1]([CH3:2])[O:3][c:4]1[c:5]([N+:11](=[O:12])[O-:13])[cH:6][cH:7][c:8]([F:10])[cH:9]1.[O:20]1[CH2:21][CH2:22][O:23][CH2:24][CH2:25]1>>[CH2:1]([CH3:2])[O:3][c:4]1[c:5]([N+:11](=[O:12])[O-:13])[cH:6][cH:7][c:8]([N:16]2[CH2:15][CH2:14][NH:19][CH2:18][CH2:17]2)[cH:9]1.